From a dataset of the Open Reaction Database (ORD), a public repository of structured organic reaction records. describe an organic reaction: reactants, conditions, products, and yield The reactants are CCCCCC(=O)c1c[nH]c2c(OC)cccc2c1=O, O=C([O-])O, ClC(Cl)Cl, [Na+], O=P(Cl)(Cl)Cl. The product is CCCCCC(=O)c1cnc2c(OC)cccc2c1Cl. RXN SMILES: [C:1]([CH2:2][CH2:3][CH2:4][CH2:5][CH3:6])(=[O:7])[c:8]1[cH:9][nH:10][c:11]2[c:12]([O:19][CH3:20])[cH:13][cH:14][cH:15][c:16]2[c:17]1=[O:18].[C:21](=[O:22])([O-:23])[OH:24].[CH:31]([Cl:32])([Cl:33])[Cl:34].[Na+:25].[P:26]([Cl:27])([Cl:28])([Cl:29])=[O:30]>>[C:1]([CH2:2][CH2:3][CH2:4][CH2:5][CH3:6])(=[O:7])[c:8]1[cH:9][n:10][c:11]2[c:12]([O:19][CH3:20])[cH:13][cH:14][cH:15][c:16]2[c:17]1[Cl:28].